This data is from the Open Reaction Database (ORD), a public repository of structured organic reaction records. The task is: describe an organic reaction: reactants, conditions, products, and yield The solvent is C1(=CC=CC=C1)C (toluene), ClCCl (dichloromethane). Product: C(C)(=O)OCCCN1C=NC=2C=NC=3C=CC=NC3C21 (3-(1H-imidazo[4,5-c][1,5]naphthyridin-1-yl)propyl acetate). Isolated yield 91.2%. Reported procedure: Triethyl orthoformate (1.86 mL, 17.0 mmol) and pyridine hydrochloride (0.164 g, 1.42 mrnmol) were added to a stirred suspension of 3-[(3-amino[1,5]naphthyridin-4-yl)amino]propyl acetate (prepared as described in Part C of Examples 127-135, 3.70 g, 14.2 mmol) in toluene (70 mL). The mixture was heated at reflux with a Dean-Stark trap. After 2.5 hours, additional triethyl orthoformate (1 mL) was added and heating was continued for another 2 hours. The mixture was allowed to cool to room temperatur... RXN SMILES: [CH:1](OCC)(OCC)OCC.Cl.N1C=CC=CC=1.[C:18]([O:21][CH2:22][CH2:23][CH2:24][NH:25][C:26]1[C:35]2[C:30](=[CH:31][CH:32]=[CH:33][N:34]=2)[N:29]=[CH:28][C:27]=1[NH2:36])(=[O:20])[CH3:19]>C1(C)C=CC=CC=1.ClCCl>[C:18]([O:21][CH2:22][CH2:23][CH2:24][N:25]1[C:26]2[C:35]3[N:34]=[CH:33][CH:32]=[CH:31][C:30]=3[N:29]=[CH:28][C:27]=2[N:36]=[CH:1]1)(=[O:20])[CH3:19] |f:1.2|. Run at time 2.5 hour. The reactants are C(OCC)(OCC)OCC (triethyl orthoformate), C(OCC)(OCC)OCC (Triethyl orthoformate), Cl.N1=CC=CC=C1 (pyridine hydrochloride), C(C)(=O)OCCCNC1=C(C=NC2=CC=CN=C12)N (3-[(3-amino[1,5]naphthyridin-4-yl)amino]propyl acetate). The reactants are FC(F)(F)c1nnc2ccc(Cl)nn12, Clc1ccccc1CN1CCCNCC1. Product: FC(F)(F)c1nnc2ccc(N3CCCN(Cc4ccccc4Cl)CC3)nn12. As a reaction SMILES: [Cl:16][c:17]1[cH:18][cH:19][c:20]2[n:21]([n:22]1)[c:23]([C:26]([F:27])([F:28])[F:29])[n:24][n:25]2.[Cl:1][c:2]1[c:3]([CH2:8][N:9]2[CH2:10][CH2:11][NH:12][CH2:13][CH2:14][CH2:15]2)[cH:4][cH:5][cH:6][cH:7]1>>[Cl:1][c:2]1[c:3]([CH2:8][N:9]2[CH2:10][CH2:11][N:12]([c:17]3[cH:18][cH:19][c:20]4[n:21]([n:22]3)[c:23]([C:26]([F:27])([F:28])[F:29])[n:24][n:25]4)[CH2:13][CH2:14][CH2:15]2)[cH:4][cH:5][cH:6][cH:7]1. Reactants: C=CCOC(=O)C(COC)CC(COCOCC)NC(=O)c1ccc(C#N)cc1, C1COCCN1, C1CCOC1, CCOC(C)=O, [Pd], c1ccc(P(c2ccccc2)c2ccccc2)cc1, c1ccc(P(c2ccccc2)c2ccccc2)cc1, c1ccc(P(c2ccccc2)c2ccccc2)cc1, c1ccc(P(c2ccccc2)c2ccccc2)cc1. The product is CCOCOCC(CC(COC)C(=O)O)NC(=O)c1ccc(C#N)cc1. As a reaction SMILES: [CH2:1]([CH:2]=[CH2:3])[O:4][C:5]([CH:6]([CH2:7][CH:8]([CH2:9][O:10][CH2:11][O:12][CH2:13][CH3:14])[NH:15][C:16](=[O:17])[c:18]1[cH:19][cH:20][c:21]([C:24]#[N:25])[cH:22][cH:23]1)[CH2:26][O:27][CH3:28])=[O:29].[CH2:30]1[NH:31][CH2:32][CH2:33][O:34][CH2:35]1.[CH2:36]1[O:37][CH2:38][CH2:39][CH2:40]1.[CH3:41][CH2:42][O:43][C:44](=[O:45])[CH3:46].[Pd:47].[c:105]1([P:106]([c:107]2[cH:108][cH:109][cH:110][cH:111][cH:112]2)[c:113]2[cH:114][cH:115][cH:116][cH:117][cH:118]2)[cH:119][cH:120][cH:121][cH:122][cH:123]1.[c:48]1([P:49]([c:50]2[cH:51][cH:52][cH:53][cH:54][cH:55]2)[c:56]2[cH:57][cH:58][cH:59][cH:60][cH:61]2)[cH:62][cH:63][cH:64][cH:65][cH:66]1.[c:67]1([P:68]([c:69]2[cH:70][cH:71][cH:72][cH:73][cH:74]2)[c:75]2[cH:76][cH:77][cH:78][cH:79][cH:80]2)[cH:81][cH:82][cH:83][cH:84][cH:85]1.[c:86]1([P:87]([c:88]2[cH:89][cH:90][cH:91][cH:92][cH:93]2)[c:94]2[cH:95][cH:96][cH:97][cH:98][cH:99]2)[cH:100][cH:101][cH:102][cH:103][cH:104]1>>[O:4]=[C:5]([CH:6]([CH2:7][CH:8]([CH2:9][O:10][CH2:11][O:12][CH2:13][CH3:14])[NH:15][C:16](=[O:17])[c:18]1[cH:19][cH:20][c:21]([C:24]#[N:25])[cH:22][cH:23]1)[CH2:26][O:27][CH3:28])[OH:29]. Reactants: N12CCCCCC2=NCCC1 (1,8-Diazabicyclo[5.4.0]undec-7-ene), C(C)(C)(C)OC(NC1=C(C=NC=C1)C#CCN1CC(N(CC1)CC1=CC=C2C(=NC=NC2=C1)N)=O)=O ((3-{3-[4-(4-amino-quinazolin-7-ylmethyl)-3-oxo-piperazin-1-yl]-prop-1-ynyl}-pyridin-4-yl)-carbamic acid tert-butyl ester), CN(C=O)C (Dimethylformamide). Run in CCOC(=O)C (EtOAc), O (water), CC#N (CH3CN). Run at temperature 50 celsius. Product: C(C)(C)(C)OC(=O)N1C(=CC=2C=NC=CC21)CN2CC(N(CC2)CC2=CC=C1C(=NC=NC1=C2)N)=O (2-[4-(4-Amino-quinazolin-7-ylmethyl)-3-oxo-piperazin-1-ylmethyl]-pyrrolo[3,2-c]pyridine-1-carboxylic acid tert-butyl ester). Isolated yield 85.5%. RXN SMILES: N12CCCN=C1CCCCC2.[C:12]([O:16][C:17](=[O:47])[NH:18][C:19]1[CH:24]=[CH:23][N:22]=[CH:21][C:20]=1[C:25]#[C:26][CH2:27][N:28]1[CH2:33][CH2:32][N:31]([CH2:34][C:35]2[CH:44]=[C:43]3[C:38]([C:39]([NH2:45])=[N:40][CH:41]=[N:42]3)=[CH:37][CH:36]=2)[C:30](=[O:46])[CH2:29]1)([CH3:15])([CH3:14])[CH3:13].CN(C)C=O>CC#N.CCOC(C)=O.O>[C:12]([O:16][C:17]([N:18]1[C:19]2[CH:24]=[CH:23][N:22]=[CH:21][C:20]=2[CH:25]=[C:26]1[CH2:27][N:28]1[CH2:33][CH2:32][N:31]([CH2:34][C:35]2[CH:44]=[C:43]3[C:38]([C:39]([NH2:45])=[N:40][CH:41]=[N:42]3)=[CH:37][CH:36]=2)[C:30](=[O:46])[CH2:29]1)=[O:47])([CH3:15])([CH3:13])[CH3:14]. Reported procedure: 1,8-Diazabicyclo[5.4.0]undec-7-ene (37 mg, 0.24 mmol) is added to a suspension containing (3-{3-[4-(4-amino-quinazolin-7-ylmethyl)-3-oxo-piperazin-1-yl]-prop-1-ynyl}-pyridin-4-yl)-carbamic acid tert-butyl ester (59 mg, 0.12 mmol) in anhydrous CH3CN (5 mL) and the mixture is warmed to 50° C. Dimethylformamide (1 mL) is added to solubilize and the homogeneous solution is maintained for 5 h at 50° C. The reaction mixture is diluted with EtOAc (50 mL) and water (50 mL) and the layers are separated. ...